describe an organic reaction: reactants, conditions, products, and yield From a dataset of the Open Reaction Database (ORD), a public repository of structured organic reaction records. Isolated yield 17.8%. Procedure: 1,1,1-Trifluoro-6-phenylhex-5-ene-2,4-dione (2.28 mmol) and 4-methoxyphenylhydrazine hydrochloride (435 mg, 2.5 mmol) were heated in ethanol (7 mL) at 70° C. overnight. The solution was diluted with water and extracted with ethyl acetate. The ethyl acetate extracts were washed with 1 N HCl, saturated sodium bicarbonate solution, and brine, then dried over MgSO4 and concentrated. SiO2 chromatography with 5-20% ethyl acetate/hexanes gave 0.14 g of the desired product, along with many mixed fractio... The product is ethyl acetate hexanes, COC1=CC=C(C=C1)N1N=C(C=C1C=CC1=CC=CC=C1)C(F)(F)F (1-(4-Methoxyphenyl)-5-styryl-3-trifluoromethyl-1H-pyrazole). Reaction SMILES: [F:1][C:2]([F:17])([F:16])[C:3](=O)[CH2:4][C:5](=O)[CH:6]=[CH:7][C:8]1[CH:13]=[CH:12][CH:11]=[CH:10][CH:9]=1.Cl.[CH3:19][O:20][C:21]1[CH:26]=[CH:25][C:24]([NH:27][NH2:28])=[CH:23][CH:22]=1>C(O)C.O>[CH3:19][O:20][C:21]1[CH:26]=[CH:25][C:24]([N:27]2[C:5]([CH:6]=[CH:7][C:8]3[CH:13]=[CH:12][CH:11]=[CH:10][CH:9]=3)=[CH:4][C:3]([C:2]([F:17])([F:16])[F:1])=[N:28]2)=[CH:23][CH:22]=1 |f:1.2|. The solvent is C(C)O (ethanol), O (water). The reactants are FC(C(CC(C=CC1=CC=CC=C1)=O)=O)(F)F (1,1,1-Trifluoro-6-phenylhex-5-ene-2,4-dione), Cl.COC1=CC=C(C=C1)NN (4-methoxyphenylhydrazine hydrochloride). Starting materials: CC(C)Cc1ccc([N+](=O)[O-])cc1C#N, CO, O=C[O-], [NH4+], O, [Zn]. The product is CC(C)Cc1ccc(N)cc1C#N. As a reaction SMILES: [CH2:1]([CH:2]([CH3:3])[CH3:4])[c:5]1[c:6]([C:7]#[N:8])[cH:9][c:10]([N+:13]([O-:14])=[O:15])[cH:11][cH:12]1.[CH3:20][OH:21].[CH:16]([O-:17])=[O:18].[NH4+:19].[OH2:22].[Zn:23]>>[CH2:1]([CH:2]([CH3:3])[CH3:4])[c:5]1[c:6]([C:7]#[N:8])[cH:9][c:10]([NH2:13])[cH:11][cH:12]1.